From a dataset of the Open Reaction Database (ORD), a public repository of structured organic reaction records. describe an organic reaction: reactants, conditions, products, and yield Reactants: [Cl-].[NH4+] (ammonium chloride), N1=CN=CC2=C1NC=C2 (7H-pyrrolo[2,3-d]pyrimidine), FC1=C(C=CC(=C1C=O)F)NS(=O)(=O)CCC (propane-1-sulfonic acid (2,4-difluoro-3-formyl-phenyl)-amide), [OH-].[K+] (potassium hydroxide). The solvent is O (water), CO (methanol). Run at time 10 minute. Product: FC1=C(C=CC(=C1C(C1=CNC=2N=CN=CC21)O)F)NS(=O)(=O)CCC (propane-1-sulfonic acid 2,4-difluoro-3-[hydroxy-(7H-pyrrolo[2,3-d]pyrimidin-5-yl)-methyl]-phenyl-amide). Isolated yield 46.8%. As a reaction SMILES: [N:1]1[C:6]2[NH:7][CH:8]=[CH:9][C:5]=2[CH:4]=[N:3][CH:2]=1.[F:10][C:11]1[C:16]([CH:17]=[O:18])=[C:15]([F:19])[CH:14]=[CH:13][C:12]=1[NH:20][S:21]([CH2:24][CH2:25][CH3:26])(=[O:23])=[O:22].[OH-].[K+].[Cl-].[NH4+]>O.CO>[F:10][C:11]1[C:16]([CH:17]([OH:18])[C:9]2[C:5]3[CH:4]=[N:3][CH:2]=[N:1][C:6]=3[NH:7][CH:8]=2)=[C:15]([F:19])[CH:14]=[CH:13][C:12]=1[NH:20][S:21]([CH2:24][CH2:25][CH3:26])(=[O:23])=[O:22] |f:2.3,4.5|. Procedure: To 7H-pyrrolo[2,3-d]pyrimidine (6, 0.100 g, 0.839 mmol) and propane-1-sulfonic acid (2,4-difluoro-3-formyl-phenyl)-amide (9, 0.258 g, 0.982 mmol), 1.4 mL of methanol was added. This suspension was allowed to stir for 10 minutes, followed by the addition of potassium hydroxide (0.153 g, 2.73 mmol). The reaction was allowed to stir at room temperature for 8 hours, then poured into 5 mL of water and 5 mL of saturated ammonium chloride and extracted with 2×5 mL of ethyl acetate. Organic layers were ... Starting materials: CC1(OCCO1)C1=CC=C(O1)CN1N=C(C=C1)N (1-[5-(2-methyl-[1,3]dioxolan-2-yl)-furan-2-ylmethyl]-1H-pyrazol-3-ylamine), ClC1=C(C(=CC=C1F)F)/C=C/C(=O)O ((E)-3-(2-chloro-3,6-difluoro-phenyl)-acrylic acid). Yields the product C(C)(=O)C1=CC=C(O1)CN1N=C(C=C1)NC(\C=C\C1=C(C(=CC=C1F)F)Cl)=O ((E)-N-[1-(5-Acetyl-furan-2-ylmethyl)-1H-pyrazol-3-yl]-3-(2-chloro-3,6-difluoro-phenyl)-acrylamide). As a reaction SMILES: [CH3:1][C:2]1([C:7]2[O:11][C:10]([CH2:12][N:13]3[CH:17]=[CH:16][C:15]([NH2:18])=[N:14]3)=[CH:9][CH:8]=2)[O:6]CCO1.[Cl:19][C:20]1[C:25]([F:26])=[CH:24][CH:23]=[C:22]([F:27])[C:21]=1/[CH:28]=[CH:29]/[C:30](O)=[O:31]>>[C:2]([C:7]1[O:11][C:10]([CH2:12][N:13]2[CH:17]=[CH:16][C:15]([NH:18][C:30](=[O:31])/[CH:29]=[CH:28]/[C:21]3[C:22]([F:27])=[CH:23][CH:24]=[C:25]([F:26])[C:20]=3[Cl:19])=[N:14]2)=[CH:9][CH:8]=1)(=[O:6])[CH3:1]. Procedure details: Following general procedure B followed by either C or D, starting from 1-[5-(2-methyl-[1,3]dioxolan-2-yl)-furan-2-ylmethyl]-1H-pyrazol-3-ylamine and (E)-3-(2-chloro-3,6-difluoro-phenyl)-acrylic acid. The reactants are BrCC(=O)OCC (ethyl 2-bromoacetate), O (H2O), C1=CC=CC=2C3=CC=CC=C3NC12 (carbazole), [H-].[Na+] (sodium hydride). The solvent is CN(C)C=O (DMF), CN(C)C=O (DMF). Run at time 30 minute. Yields the product C1=CC=CC=2C3=CC=CC=C3N(C12)CC(=O)OCC (ethyl 9H-carbazol-9-ylacetate). Yield: 65.8%. Reaction SMILES: [CH:1]1[C:13]2[NH:12][C:11]3[C:6](=[CH:7][CH:8]=[CH:9][CH:10]=3)[C:5]=2[CH:4]=[CH:3][CH:2]=1.[H-].[Na+].Br[CH2:17][C:18]([O:20][CH2:21][CH3:22])=[O:19].O>CN(C=O)C>[CH:10]1[C:11]2[N:12]([CH2:17][C:18]([O:20][CH2:21][CH3:22])=[O:19])[C:13]3[C:5](=[CH:4][CH:3]=[CH:2][CH:1]=3)[C:6]=2[CH:7]=[CH:8][CH:9]=1 |f:1.2|. Procedure: To a solution containing carbazole (20 g; 0.12 mol) in DMF (130 ml) was added portionwise sodium hydride (50% suspension) (6.9 g; 0.14 mol); the suspension thus obtained was stirred at room temperature for 30 minutes and then heated to 60° C. A solution containing ethyl 2-bromoacetate (24 g; 0.14 mol) in DMF (20 ml) was added dropwise, and the resulting mixture was stirred for 16 hours. The mixture was poured into H2O (0.5 L) and filtered, and the solid obtained was crystallized from hexane to g... Starting materials: C(=C)C(C1=CC=CC=C1)(C1=CC=CC=C1)O (α-vinyl-benzhydrol). The reagents and catalysts are [Pd] (palladium). Solvent: C1CCCCC1 (cyclohexane). Yields the product C(C)C(C1=CC=CC=C1)(C1=CC=CC=C1)O (α-ethyl-benzhydrol). Reaction SMILES: [CH:1]([C:3]([OH:16])([C:10]1[CH:15]=[CH:14][CH:13]=[CH:12][CH:11]=1)[C:4]1[CH:9]=[CH:8][CH:7]=[CH:6][CH:5]=1)=[CH2:2]>[Pd].C1CCCCC1>[CH2:1]([C:3]([OH:16])([C:4]1[CH:9]=[CH:8][CH:7]=[CH:6][CH:5]=1)[C:10]1[CH:15]=[CH:14][CH:13]=[CH:12][CH:11]=1)[CH3:2]. Reported procedure: A mixture of 21 g. of α-vinyl-benzhydrol and 84 ml. of cyclohexane is refluxed in the presence of palladium catalyst. When the reaction is over, as evidenced by thin layer chromatography, the mixture is cooled, the catalyst is filtered off, and the filtrate is evaporated under reduced pressure. 21.2 g. of crystalline α-ethyl-benzhydrol, melting at 93°-94° C., are obtained as residue. Starting materials: N1=CC=CC=2NC(C3=C(NC21)C=CC=C3)=O (5H-benzo[e]pyrido[3,2-b][1,4]diazepin-6(11H)-one), O (water), [H-].[Na+] (sodium hydride), BrCC(=O)C1=C(C=CC=C1)C (2-bromo-1-(o-tolyl)ethanone). The solvent is CC(=O)N(C)C (dimethylacetamide). Conditions: temperature 0 celsius. Yields the product O=C(CN1C2=C(NC3=C(C1=O)C=CC=C3)N=CC=C2)C2=C(C=CC=C2)C (5-(2-oxo-2-(o-tolyl)ethyl)-5H-benzo[e]pyrido[3,2-b][1,4]diazepin-6(11H)-one). RXN SMILES: [N:1]1[C:11]2[NH:10][C:9]3[CH:12]=[CH:13][CH:14]=[CH:15][C:8]=3[C:7](=[O:16])[NH:6][C:5]=2[CH:4]=[CH:3][CH:2]=1.[H-].[Na+].Br[CH2:20][C:21]([C:23]1[CH:28]=[CH:27][CH:26]=[CH:25][C:24]=1[CH3:29])=[O:22].O>CC(N(C)C)=O>[O:22]=[C:21]([C:23]1[CH:28]=[CH:27][CH:26]=[CH:25][C:24]=1[CH3:29])[CH2:20][N:6]1[C:7](=[O:16])[C:8]2[CH:15]=[CH:14][CH:13]=[CH:12][C:9]=2[NH:10][C:11]2[N:1]=[CH:2][CH:3]=[CH:4][C:5]1=2 |f:1.2|. Procedure details: 5H-benzo[e]pyrido[3,2-b][1,4]diazepin-6(11H)-one (1.0 g, 1 eq.) was suspended in dimethylacetamide (DMA) (30 mL). The reaction was cooled to 0° C. and sodium hydride (60% in mineral oil) (380 mg, 2.0 eq.) was added. The reaction was warmed to room temperature and stirred until gas evolution ceased. The reaction was cooled to 0° C. and 2-bromo-1-(o-tolyl)ethanone (1.2 g, 1.2 eq.) was added. The reaction was stirred at 50° C. overnight. The reaction was poured onto 80 mL water and extracted with d...